This data is from the Open Reaction Database (ORD), a public repository of structured organic reaction records. The task is: describe an organic reaction: reactants, conditions, products, and yield The reactants are azides, ClCCCS(=O)(=O)OCC([C@H](C(=O)OCCOC(C(COCC1=CC=CC=C1)(C)C)=O)OCC1=CC=CC=C1)(C)C ([2,2-Dimethyl-3-(phenylmethoxy)propanoyloxy]ethyl (2R)-4-[(3-chloropropyl)sulfonyloxy]-3,3-dimethyl-2-(phenylmethoxy)butanoate), [N-]=[N+]=[N-].[Na+] (sodium azide). Solvent: CS(=O)C (dimethyl sulfoxide). The product is N(=[N+]=[N-])CCCS(=O)(=O)OCC([C@H](C(=O)OCCOC(C(COCC1=CC=CC=C1)(C)C)=O)OCC1=CC=CC=C1)(C)C ([2,2-Dimethyl-3-(phenylmethoxy)propanoyloxy]ethyl (2R)-4-[(3-azidopropyl)sulfonyloxy]-3,3-dimethyl-2-(phenylmethoxy)butanoate). Isolated yield 27.2%. Reaction SMILES: Cl[CH2:2][CH2:3][CH2:4][S:5]([O:8][CH2:9][C:10]([CH3:41])([CH3:40])[C@@H:11]([O:32][CH2:33][C:34]1[CH:39]=[CH:38][CH:37]=[CH:36][CH:35]=1)[C:12]([O:14][CH2:15][CH2:16][O:17][C:18](=[O:31])[C:19]([CH3:30])([CH3:29])[CH2:20][O:21][CH2:22][C:23]1[CH:28]=[CH:27][CH:26]=[CH:25][CH:24]=1)=[O:13])(=[O:7])=[O:6].[N-:42]=[N+:43]=[N-:44].[Na+]>CS(C)=O>[N:42]([CH2:2][CH2:3][CH2:4][S:5]([O:8][CH2:9][C:10]([CH3:41])([CH3:40])[C@@H:11]([O:32][CH2:33][C:34]1[CH:39]=[CH:38][CH:37]=[CH:36][CH:35]=1)[C:12]([O:14][CH2:15][CH2:16][O:17][C:18](=[O:31])[C:19]([CH3:30])([CH3:29])[CH2:20][O:21][CH2:22][C:23]1[CH:28]=[CH:27][CH:26]=[CH:25][CH:24]=1)=[O:13])(=[O:7])=[O:6])=[N+:43]=[N-:44] |f:1.2|. Procedure details: Following the general procedure for the preparation of azides of Description 16, [2,2-dimethyl-3-(phenylmethoxy)propanoyloxy]ethyl (2R)-4-[(3-chloropropyl)sulfonyloxy]-3,3-dimethyl-2-(phenylmethoxy)butanoate (46a) (0.47 g, 0.77 mmol, max.) dissolved in 4 mL of anhydrous dimethyl sulfoxide (DMSO) was reacted with 90 mg (1.4 mmol) of sodium azide (NaN3). After work-up, the crude material was purified by silica gel column chromatography using a mixture of ethyl acetate (EtOAc) and n-heptane (Hptn) ... Procedure: 0.8 ml of 5.35 N sodium methoxide is added to a suspension of 10 g (0.062 mol) of N-phenyl-N′-propargylurea in 140 ml of toluene. The mixture is heated at the reflux temperature for 4 hours. The solvent is evaporated and then the solid residue is taken up in acetone. The product precipitates, it is filtered, washed with a small amount of acetone and dried under vacuum at 50° C. 6 g of product are obtained. (m.p.=207° C.). The product is CC1=CNC(N1C1=CC=CC=C1)=O (1,3-dihydro-5-methyl-1-phenyl-2H-imidazol-2-one). Isolated yield 55.6%. The reactants are C[O-].[Na+] (sodium methoxide), C1(=CC=CC=C1)NC(=O)NCC#C (N-phenyl-N′-propargylurea). As a reaction SMILES: C[O-].[Na+].[C:4]1([NH:10][C:11]([NH:13][CH2:14][C:15]#[CH:16])=[O:12])[CH:9]=[CH:8][CH:7]=[CH:6][CH:5]=1>C1(C)C=CC=CC=1>[CH3:16][C:15]1[N:10]([C:4]2[CH:9]=[CH:8][CH:7]=[CH:6][CH:5]=2)[C:11](=[O:12])[NH:13][CH:14]=1 |f:0.1|. Solvent: C1(=CC=CC=C1)C (toluene). Starting materials: [BH4-], CCC(CC)(c1ccc(OCC(=O)C(C)(C)C)c(C)c1)c1ccc2oc(C(=O)O)c(C)c2c1, [Na+]. The product is CCC(CC)(c1ccc(OCC(O)C(C)(C)C)c(C)c1)c1ccc2oc(C(=O)O)c(C)c2c1. Reaction SMILES: [BH4-:34].[CH3:1][C:2]([C:3]([CH2:4][O:5][c:6]1[c:7]([CH3:30])[cH:8][c:9]([C:12]([CH2:13][CH3:14])([CH2:15][CH3:16])[c:17]2[cH:18][cH:19][c:20]3[c:21]([c:22]([CH3:28])[c:23]([C:25](=[O:26])[OH:27])[o:24]3)[cH:29]2)[cH:10][cH:11]1)=[O:31])([CH3:32])[CH3:33].[Na+:35]>>[CH3:1][C:2]([CH:3]([CH2:4][O:5][c:6]1[c:7]([CH3:30])[cH:8][c:9]([C:12]([CH2:13][CH3:14])([CH2:15][CH3:16])[c:17]2[cH:18][cH:19][c:20]3[c:21]([c:22]([CH3:28])[c:23]([C:25](=[O:26])[OH:27])[o:24]3)[cH:29]2)[cH:10][cH:11]1)[OH:31])([CH3:32])[CH3:33]. The reactants are C(C1=CC=CC=C1)OC1=C(C=C(C=C1)[N+](=O)[O-])C1=CC=CC=C1 (2-benzyloxy-5-nitro-biphenyl). Reagents/catalysts: [Pd] (palladium on carbon). The solvent is CO (methanol). Conditions: time 3 hour. Yields the product OC1=C(C=C(C=C1)[N+](=O)[O-])C1=CC=CC=C1 (2-hydroxy-5-nitro-biphenyl). Isolated yield 65.4%. RXN SMILES: C([O:8][C:9]1[CH:14]=[CH:13][C:12]([N+:15]([O-:17])=[O:16])=[CH:11][C:10]=1[C:18]1[CH:23]=[CH:22][CH:21]=[CH:20][CH:19]=1)C1C=CC=CC=1>CO.[Pd]>[OH:8][C:9]1[CH:14]=[CH:13][C:12]([N+:15]([O-:17])=[O:16])=[CH:11][C:10]=1[C:18]1[CH:23]=[CH:22][CH:21]=[CH:20][CH:19]=1. Procedure: To a solution of 2-benzyloxy-5-nitro-biphenyl (81 mg, 0.27 mmol)) in 5 mL of methanol was added catalytic amount of 5% palladium on carbon under H2. The mixture was stirred under H2 for 3 hrs and filtered through celite. The filtrate was concentrated to give 2-hydroxy-5-nitro-biphenyl (38 mg).